Dataset: the Open Reaction Database (ORD), a public repository of structured organic reaction records. Task: describe an organic reaction: reactants, conditions, products, and yield The reactants are CO, O=C1CCCOc2ccc([N+](=O)[O-])cc21, CC(=O)Nc1ccc2c(c1)C(=O)CCCO2. The product is Nc1ccc2c(c1)C(=O)CCCO2. RXN SMILES: [CH3:32][OH:33].[N+:17]([c:18]1[cH:19][cH:20][c:21]2[c:28]([cH:29]1)[C:26](=[O:27])[CH2:25][CH2:24][CH2:23][O:22]2)([O-:30])=[O:31].[O:1]=[C:2]1[c:3]2[c:4]([cH:9][cH:10][c:11]([NH:13][C:14](=[O:15])[CH3:16])[cH:12]2)[O:5][CH2:6][CH2:7][CH2:8]1>>[O:1]=[C:2]1[c:3]2[c:4]([cH:9][cH:10][c:11]([NH2:13])[cH:12]2)[O:5][CH2:6][CH2:7][CH2:8]1. Starting materials: CC(CCOC1=C2C=C(NC2=CC=C1)C(=O)O)(C)C (4-(3,3-dimethyl-butoxy)-1H-indole-2-carboxylic acid), Cl.Cl.Cl.NC1CCN(CC1)CCN1CCC(CC1)O (1-[2-(4-Amino-piperidin-1-yl)-ethyl]-piperidin-4-ol tri-hydrochloride). The product is Cl.Cl.OC1CCN(CC1)CCN1CCC(CC1)NC(=O)C=1NC2=CC=CC(=C2C1)OCCC(C)(C)C (4-(3,3-Dimethyl-butoxy)-1H-indole-2-carboxylic acid {1-[2-(4-hydroxy-piperidin-1-yl)-ethyl]-piperidin-4-yl}-amide dihydrochloride). Reaction SMILES: [CH3:1][C:2]([CH3:19])([CH3:18])[CH2:3][CH2:4][O:5][C:6]1[CH:14]=[CH:13][CH:12]=[C:11]2[C:7]=1[CH:8]=[C:9]([C:15]([OH:17])=O)[NH:10]2.[ClH:20].Cl.Cl.[NH2:23][CH:24]1[CH2:29][CH2:28][N:27]([CH2:30][CH2:31][N:32]2[CH2:37][CH2:36][CH:35]([OH:38])[CH2:34][CH2:33]2)[CH2:26][CH2:25]1>>[ClH:20].[ClH:20].[OH:38][CH:35]1[CH2:34][CH2:33][N:32]([CH2:31][CH2:30][N:27]2[CH2:26][CH2:25][CH:24]([NH:23][C:15]([C:9]3[NH:10][C:11]4[C:7]([CH:8]=3)=[C:6]([O:5][CH2:4][CH2:3][C:2]([CH3:1])([CH3:19])[CH3:18])[CH:14]=[CH:13][CH:12]=4)=[O:17])[CH2:29][CH2:28]2)[CH2:37][CH2:36]1 |f:1.2.3.4,5.6.7|. Procedure details: This compound is synthesized analogously to Example 1 from 4-(3,3-dimethyl-butoxy)-1H-indole-2-carboxylic acid (92) (preparation see below) and amine 21. Reactants: FC=1C=C2CCC(C2=CC1)NC=1OCC2=C(N1)C=CC(=C2)N (rac-N2-(5-Fluoro-indan-1-yl)-4H-benzo[d][1,3]oxazine-2,6-diamine), C1(CC1)C(=O)Cl (cyclopropylcarbonyl chloride). Yields the product FC=1C=C2CCC(C2=CC1)NC=1OCC2=C(N1)C=CC(=C2)NC(=O)C2CC2 (rac-Cyclopropanecarboxylic acid [2-(5-fluoro-indan-1-ylamino)-4H-benzo[d][1,3]oxazin-6-yl]-amide). The yield is 57.0%. As a reaction SMILES: [F:1][C:2]1[CH:3]=[C:4]2[C:8](=[CH:9][CH:10]=1)[CH:7]([NH:11][C:12]1[O:13][CH2:14][C:15]3[CH:21]=[C:20]([NH2:22])[CH:19]=[CH:18][C:16]=3[N:17]=1)[CH2:6][CH2:5]2.[CH:23]1([C:26](Cl)=[O:27])[CH2:25][CH2:24]1>>[F:1][C:2]1[CH:3]=[C:4]2[C:8](=[CH:9][CH:10]=1)[CH:7]([NH:11][C:12]1[O:13][CH2:14][C:15]3[CH:21]=[C:20]([NH:22][C:26]([CH:23]4[CH2:25][CH2:24]4)=[O:27])[CH:19]=[CH:18][C:16]=3[N:17]=1)[CH2:6][CH2:5]2. Reported procedure: Prepared from rac-N2-(5-fluoro-indan-1-yl)-4H-benzo[d][1,3]oxazine-2,6-diamine (Example 11) (100 mg, 0.336 mmol) and cyclopropylcarbonyl chloride (34 ul, 0.370 mmol) according to the procedure described for Example 17. Obtained the title compound as a white solid (70 mg, 57%), MS (ISP) m/e=366.1 [(M+H)+]. Reactants: OC=1C=C(C=CC1OC)C(C)=O (3′-Hydroxy-4′-methoxyacetophenone), Cl.FC1=CC=C(CON)C=C1 (O-(4-fluorobenzyl)hydroxylamine hydrochloride). The product is FC1=CC=C(CO\N=C(/C)\C2=CC(=C(C=C2)OC)O)C=C1 ((E)-3′-Hydroxy-4′-methoxyacetophenone O-4-Fluorobenzyl Oxime). The yield is 80.4%. RXN SMILES: [OH:1][C:2]1[CH:3]=[C:4]([C:10](=O)[CH3:11])[CH:5]=[CH:6][C:7]=1[O:8][CH3:9].Cl.[F:14][C:15]1[CH:23]=[CH:22][C:18]([CH2:19][O:20][NH2:21])=[CH:17][CH:16]=1>>[F:14][C:15]1[CH:23]=[CH:22][C:18]([CH2:19][O:20]/[N:21]=[C:10](/[C:4]2[CH:5]=[CH:6][C:7]([O:8][CH3:9])=[C:2]([OH:1])[CH:3]=2)\[CH3:11])=[CH:17][CH:16]=1 |f:1.2|. Reported procedure: Acetophenone 12 (50 mg, 0.301 mmol) was condensed with O-(4-fluorobenzyl)hydroxylamine hydrochloride (29) (58 mg, 0.327 mmol) according to the general procedure II-B defined above. After being heated for 24 h the reaction mixture was cooled and the solvent removed under reduced pressure. The ensuing residue was dissolved in CH2Cl2 (15 mL) and the resulting solution washed with H2O (2×10 mL) then dried (MgSO4), filtered and concentrated under reduced pressure. The oil thus obtained was subjected ... The product is NC1=NC(=C(C(=N1)C1=CC2=C(OCO2)C=C1)C#N)OCC1=CC=CC=C1 (2-Amino-4-benzo[1,3]dioxol-5-yl-6-benzyloxy-pyrimidine-5-carbonitrile). Procedure details: From 2-amino-4-benzo[1,3]dioxol-5-yl-6-methanesulfonyl-pyrimidine-5-carbonitrile, benzyl alcohol and DBU in DME. EI-MS m/e (%): 346 (M+, 32), 91 ([PhCH2]+, 100). RXN SMILES: [NH2:1][C:2]1[N:7]=[C:6]([C:8]2[CH:16]=[CH:15][C:11]3[O:12][CH2:13][O:14][C:10]=3[CH:9]=2)[C:5]([C:17]#[N:18])=[C:4](S(C)(=O)=O)[N:3]=1.[CH2:23]([OH:30])[C:24]1[CH:29]=[CH:28][CH:27]=[CH:26][CH:25]=1.C1CCN2C(=NCCC2)CC1>COCCOC>[NH2:1][C:2]1[N:7]=[C:6]([C:8]2[CH:16]=[CH:15][C:11]3[O:12][CH2:13][O:14][C:10]=3[CH:9]=2)[C:5]([C:17]#[N:18])=[C:4]([O:30][CH2:23][C:24]2[CH:29]=[CH:28][CH:27]=[CH:26][CH:25]=2)[N:3]=1. Reactants: NC1=NC(=C(C(=N1)C1=CC2=C(OCO2)C=C1)C#N)S(=O)(=O)C (2-amino-4-benzo[1,3]dioxol-5-yl-6-methanesulfonyl-pyrimidine-5-carbonitrile), C(C1=CC=CC=C1)O (benzyl alcohol), C1CCC2=NCCCN2CC1 (DBU). Run in COCCOC (DME). The reactants are C1(CCCCC1)C=1C=C(C=C(C1O)C1CCCCC1)CCC(=O)OC (methyl 3-(3,5-dicyclohexyl-4-hydroxyphenyl)propionate), OCCSCCO (1,5-dihydroxy-3-thiapentane). Reagents/catalysts: CCCC[O-].CCCC[O-].CCCC[O-].CCCC[O-].[Ti+4] (tetrabutyl titanate). The solvent is CO (methanol). Yields the product C1(CCCCC1)C=1C=C(C=C(C1O)C1CCCCC1)CCC(=O)OCCSCCOC(CCC1=CC(=C(C(=C1)C1CCCCC1)O)C1CCCCC1)=O (1,5-bis[3-(3,5-dicyclohexyl-4-hydroxyphenyl)propionyloxy]-3-thiapentane). Reaction SMILES: [CH:1]1([C:7]2[CH:8]=[C:9]([CH2:20][CH2:21][C:22]([O:24][CH3:25])=[O:23])[CH:10]=[C:11]([CH:14]3[CH2:19][CH2:18][CH2:17][CH2:16][CH2:15]3)[C:12]=2[OH:13])[CH2:6][CH2:5][CH2:4][CH2:3][CH2:2]1.OC[CH2:28][S:29][CH2:30][CH2:31][OH:32]>CCCC[O-].CCCC[O-].CCCC[O-].CCCC[O-].[Ti+4].CO>[CH:14]1([C:11]2[CH:10]=[C:9]([CH2:20][CH2:21][C:22]([O:24][CH2:25][CH2:28][S:29][CH2:30][CH2:31][O:32][C:22](=[O:23])[CH2:21][CH2:20][C:9]3[CH:10]=[C:11]([CH:14]4[CH2:19][CH2:18][CH2:17][CH2:16][CH2:15]4)[C:12]([OH:13])=[C:7]([CH:1]4[CH2:6][CH2:5][CH2:4][CH2:3][CH2:2]4)[CH:8]=3)=[O:23])[CH:8]=[C:7]([CH:1]3[CH2:2][CH2:3][CH2:4][CH2:5][CH2:6]3)[C:12]=2[OH:13])[CH2:15][CH2:16][CH2:17][CH2:18][CH2:19]1 |f:2.3.4.5.6|. Procedure: 0.2 mol of methyl 3-(3,5-dicyclohexyl-4-hydroxyphenyl)propionate, 0.1 mol of 1,5-dihydroxy-3-thiapentane and 2 ml of tetrabutyl titanate are heated for 8 hours at 150° C. as described in Example 2, during which time the methanol forming distills off. After working up, the yield of product is 25.5% of theory. The reactants are C(C)OC(C(CC)Br)=O (bromo-butyric acid ethyl ester), NC=1C(=NC=C(C1)Cl)OCC(=O)N1[C@@H](CN([C@H](C1)C)CC1=CC=C(C=C1)F)C (2-(3-amino-5-chloro-pyridin-2-yloxy)-1-[4-(4-fluoro-benzyl)-(2R,5S)-2,5-dimethyl-piperazin-1-yl]-ethanone), C(C)OC(CCCBr)=O (4-bromo-butyric acid ethyl ester), C([O-])(O)=O.[Na+] (sodium bicarbonate), [I-].[K+] (potassium iodide). Run in C(C)O (ethanol). Run at temperature 70 celsius, time 18 hour. Yields the product C(C)OC(CCCNC=1C(=NC=C(C1)Cl)OCC(=O)N1[C@@H](CN([C@H](C1)C)CC1=CC=C(C=C1)F)C)=O (4-(5-Chloro-2-{2-[4-(4-fluoro-benzyl)-(2R,5S)-2,5-dimethl-piperazin-1-yl]-2-oxo-ethoxy}-pyridin-3-ylamino)-butyric acid ethyl ester). The yield is 36.3%. As a reaction SMILES: [NH2:1][C:2]1[C:3]([O:9][CH2:10][C:11]([N:13]2[CH2:18][C@H:17]([CH3:19])[N:16]([CH2:20][C:21]3[CH:26]=[CH:25][C:24]([F:27])=[CH:23][CH:22]=3)[CH2:15][C@H:14]2[CH3:28])=[O:12])=[N:4][CH:5]=[C:6]([Cl:8])[CH:7]=1.[CH2:29]([O:31][C:32](=[O:37])[CH2:33][CH2:34][CH2:35]Br)[CH3:30].C(=O)(O)[O-].[Na+].[I-].[K+].C(OC(=O)C(Br)CC)C>C(O)C>[CH2:29]([O:31][C:32](=[O:37])[CH2:33][CH2:34][CH2:35][NH:1][C:2]1[C:3]([O:9][CH2:10][C:11]([N:13]2[CH2:18][C@H:17]([CH3:19])[N:16]([CH2:20][C:21]3[CH:22]=[CH:23][C:24]([F:27])=[CH:25][CH:26]=3)[CH2:15][C@H:14]2[CH3:28])=[O:12])=[N:4][CH:5]=[C:6]([Cl:8])[CH:7]=1)[CH3:30] |f:2.3,4.5|. Procedure: To a solution of 2-(3-amino-5-chloro-pyridin-2-yloxy)-1-[4-(4-fluoro-benzyl)-(2R,5S)-2,5-dimethyl-piperazin-1-yl]-ethanone (0.072 g, 0.18 mmol) in ethanol (1 mL) was added 4-bromo-butyric acid ethyl ester (0.030 mL, 0.21 mmol), sodium bicarbonate (0.031 g, 0.37 mmol) and potassium iodide (˜0.030 g). The resulting solution was stirred at 70° C. for 18 hours. Additional bromo-butyric acid ethyl ester (0.030 mL, 0.21 mmol) was added and the reaction was stirred at 70° C. for 18 hours. The reaction ... Product: Cc1nsc(CCCOc2c(C)cc(-c3noc(C)n3)cc2C)n1. The reactants are C1CCOC1, Cc1nc(-c2cc(C)c(O)c(C)c2)no1, CCOC(=O)N=NC(=O)OCC, Cc1nsc(CCCO)n1, c1ccc(P(c2ccccc2)c2ccccc2)cc1. Reaction SMILES: [CH2:57]1[O:58][CH2:59][CH2:60][CH2:61]1.[CH3:11][c:12]1[n:13][c:14](-[c:17]2[cH:18][c:19]([CH3:25])[c:20]([OH:24])[c:21]([CH3:23])[cH:22]2)[n:15][o:16]1.[O:26]=[C:27]([O:28][CH2:29][CH3:30])[N:31]=[N:32][C:33]([O:34][CH2:35][CH3:36])=[O:37].[OH:1][CH2:2][CH2:3][CH2:4][c:5]1[n:6][c:7]([CH3:10])[n:8][s:9]1.[c:38]1([P:39]([c:40]2[cH:41][cH:42][cH:43][cH:44][cH:45]2)[c:46]2[cH:47][cH:48][cH:49][cH:50][cH:51]2)[cH:52][cH:53][cH:54][cH:55][cH:56]1>>[O:1]([CH2:2][CH2:3][CH2:4][c:5]1[n:6][c:7]([CH3:10])[n:8][s:9]1)[c:20]1[c:19]([CH3:25])[cH:18][c:17](-[c:14]2[n:13][c:12]([CH3:11])[o:16][n:15]2)[cH:22][c:21]1[CH3:23]. Starting materials: Cc1cc(F)ccc1-c1cc(N2CCS(=O)(=O)CC2)ncc1C#N, Cc1ccccc1, [Na+], [OH-], O, O=S(=O)(O)O. The product is Cc1cc(F)ccc1-c1cc(N2CCS(=O)(=O)CC2)ncc1C(N)=O. Reaction SMILES: [C:1](#[N:2])[c:3]1[c:4](-[c:17]2[c:18]([CH3:24])[cH:19][c:20]([F:23])[cH:21][cH:22]2)[cH:5][c:6]([N:9]2[CH2:10][CH2:11][S:12](=[O:15])(=[O:16])[CH2:13][CH2:14]2)[n:7][cH:8]1.[CH3:25][c:26]1[cH:27][cH:28][cH:29][cH:30][cH:31]1.[Na+:38].[OH-:37].[OH2:39].[S:32]([OH:33])(=[O:34])(=[O:35])[OH:36]>>[C:1]([NH2:2])([c:3]1[c:4](-[c:17]2[c:18]([CH3:24])[cH:19][c:20]([F:23])[cH:21][cH:22]2)[cH:5][c:6]([N:9]2[CH2:10][CH2:11][S:12](=[O:15])(=[O:16])[CH2:13][CH2:14]2)[n:7][cH:8]1)=[O:33]. The reactants are S1C=C(C=C1)C=O (3-thiophencarboxaldehyde), 2-(carboxyethyl) (triphenyl)phosphonium bromide, CC(C)([O-])C.[K+] (potassium t-butoxide), CS(=O)C.C1CCOC1 (DMSO THF). Conditions: time 2 hour. The product is S1C=C(C=C1)C=CCCC(=O)O (5-(thiophen-3-yl)-pent-4-enoic acid). Isolated yield 70.0%. Reaction SMILES: [S:1]1[CH:5]=[CH:4][C:3]([CH:6]=O)=[CH:2]1.CC(C)([O-:11])C.[K+].CS(C)=O.[CH2:18]1[CH2:22][O:21][CH2:20][CH2:19]1>>[S:1]1[CH:5]=[CH:4][C:3]([CH:6]=[CH:22][CH2:18][CH2:19][C:20]([OH:11])=[O:21])=[CH:2]1 |f:1.2,3.4|. Procedure: To a suspension in DMSO/THF 1:1 volume/volume (26 mL) of 3-thiophencarboxaldehyde (2.0 g; 18 mmoles) and 2-(carboxyethyl) (triphenyl)phosphonium bromide (8.9 g; 21 mmoles) 5.3 g of potassium t-butoxide are added. The reaction mixture is left under stirring for 2 hours at room temperature. Then the organic phase is washed with water (20 mL) and extracted with chloroform (2×20 mL). The solvent is removed and the aqueous phase is acidified with concentrated HCl and extracted with chloroform (2×20 m...